From a dataset of the Open Reaction Database (ORD), a public repository of structured organic reaction records. describe an organic reaction: reactants, conditions, products, and yield Starting materials: COC=1C=C(C=CC1)C12CCN(C2CCCC1)C (hexahydro-3a-(m-methoxyphenyl)-1-methylindoline), CI (methyl iodide). Run in CC(=O)C (acetone). Yields the product [I-].COC=1C=C(C=CC1)C12CC[N+](C2CCCC1)(C)C (hexahydro-3a-(m-methoxyphenyl)-1,1-dimethyl-indolinium iodide). RXN SMILES: [CH3:1][O:2][C:3]1[CH:4]=[C:5]([C:9]23[CH2:17][CH2:16][CH2:15][CH2:14][CH:13]2[N:12]([CH3:18])[CH2:11][CH2:10]3)[CH:6]=[CH:7][CH:8]=1.[CH3:19][I:20]>CC(C)=O>[I-:20].[CH3:1][O:2][C:3]1[CH:4]=[C:5]([C:9]23[CH2:17][CH2:16][CH2:15][CH2:14][CH:13]2[N+:12]([CH3:19])([CH3:18])[CH2:11][CH2:10]3)[CH:6]=[CH:7][CH:8]=1 |f:3.4|. Reported procedure: 4.6 g of hexahydro-3a-(m-methoxyphenyl)-1-methylindoline are dissolved in 100 ml of acetone, and the solution is treated with 10 ml of methyl iodide. The mixture is boiled at reflux for 10 hours. Thereafter, the solvent is removed by distillation, and the residue is recrystallized from acetone. The hexahydro-3a-(m-methoxyphenyl)-1,1-dimethyl-indolinium iodide obtained melts at 195°-196° C. As a reaction SMILES: [CH2:1]([O:8][CH:9]([CH2:37][CH2:38][CH2:39][CH2:40][CH2:41][CH2:42][CH2:43][CH2:44][CH2:45][CH2:46][CH2:47][CH2:48][CH2:49][CH2:50][CH3:51])[CH:10]([CH2:23][CH2:24][CH2:25][CH2:26][CH2:27][CH2:28][CH2:29][CH2:30][CH2:31][CH2:32][CH2:33][CH2:34][CH2:35][CH3:36])[C:11]([O:13]CC(C1C=CC=CC=1)=O)=[O:12])[C:2]1[CH:7]=[CH:6][CH:5]=[CH:4][CH:3]=1.O.Cl>O1CCCC1.CO.[OH-].[Na+]>[CH2:1]([O:8][CH:9]([CH2:37][CH2:38][CH2:39][CH2:40][CH2:41][CH2:42][CH2:43][CH2:44][CH2:45][CH2:46][CH2:47][CH2:48][CH2:49][CH2:50][CH2:51][CH2:1][CH2:2][CH2:3][CH3:4])[CH:10]([CH2:23][CH2:24][CH2:25][CH2:26][CH2:27][CH2:28][CH2:29][CH2:30][CH2:31][CH2:32][CH2:33][CH2:34][CH2:35][CH3:36])[C:11]([OH:13])=[O:12])[C:2]1[CH:3]=[CH:4][CH:5]=[CH:6][CH:7]=1 |f:5.6|. Solvent: O1CCCC1 (tetrahydrofuran), CO (methanol), [OH-].[Na+] (sodium hydroxide). The yield is 120.3%. Yields the product C(C1=CC=CC=C1)OC(C(C(=O)O)CCCCCCCCCCCCCC)CCCCCCCCCCCCCCCCCCC (3-benzyloxy-2-n-tetradecyl-docosanoic acid). Reported procedure: Phenacyl 3t-(t-butyldimethyl siloxy)-2-n-tetradecyl-11icosenoate (V)(798 mg, 1.06 millimole) was dissolved in a mixed solvent of tetrahydrofuran (15.8 ml) and methanol (15.8 ml), and 1N sodium hydroxide solution (3.2 ml) was added. The reaction mixture was heated for 1.5 hours at 70° C., and water (150 ml) was added thereto. The reaction mixture was acidified with 2N hydrochloric acid (pH:about 2) and was extracted twice with ethyl acetate. The organic phase was washed with water and dried over ... Starting materials: C(C1=CC=CC=C1)OC(C(C(=O)OCC(=O)C1=CC=CC=C1)CCCCCCCCCCCCCC)CCCCCCCCCCCCCCC (phenacyl 3-benzyloxy-2-n-tetradecyl-octadecanoate), O (water), Cl (hydrochloric acid). Conditions: temperature 70 celsius. The reactants are O=C([O-])[O-], CN(C)C=O, CCOC(C)=O, FC(F)(F)c1cccc(CCl)n1, [Cs+], [Cs+], O=C1Nc2ccccc2C12COc1cc3c(cc12)OCCO3, O. Yields the product O=C1N(Cc2cccc(C(F)(F)F)n2)c2ccccc2C12COc1cc3c(cc12)OCCO3. Reaction SMILES: [C:23](=[O:24])([O-:25])[O-:26].[CH3:41][N:42]([CH3:43])[CH:44]=[O:45].[CH3:47][CH2:48][O:49][C:50](=[O:51])[CH3:52].[Cl:29][CH2:30][c:31]1[n:32][c:33]([C:37]([F:38])([F:39])[F:40])[cH:34][cH:35][cH:36]1.[Cs+:27].[Cs+:28].[NH:1]1[C:2](=[O:22])[C:3]2([CH2:4][O:5][c:6]3[cH:7][c:8]4[c:9]([cH:14][c:15]32)[O:10][CH2:11][CH2:12][O:13]4)[c:16]2[cH:17][cH:18][cH:19][cH:20][c:21]21.[OH2:46]>>[N:1]1([CH2:30][c:31]2[n:32][c:33]([C:37]([F:38])([F:39])[F:40])[cH:34][cH:35][cH:36]2)[C:2](=[O:22])[C:3]2([CH2:4][O:5][c:6]3[cH:7][c:8]4[c:9]([cH:14][c:15]32)[O:10][CH2:11][CH2:12][O:13]4)[c:16]2[cH:17][cH:18][cH:19][cH:20][c:21]21. Starting materials: BrC1=CC(=C(C=C1)C1=CC=C(C=C1)CCC1(COC(OC1)(C)C)NC(C)=O)F (N-{5-[2-(4′-bromo-2′-fluorobiphenyl-4-yl)ethyl]-2,2-dimethyl-1,3-dioxan-5-yl}acetamide), CC1=C(C=CC(=C1)C)S (2,4-dimethylbenzenethiol), C(C)(C)N(CC)C(C)C (diisopropylethylamine), O (Water). Reagents/catalysts: C1=CC=C(C=C1)/C=C/C(=O)/C=C/C2=CC=CC=C2.C1=CC=C(C=C1)/C=C/C(=O)/C=C/C2=CC=CC=C2.C1=CC=C(C=C1)/C=C/C(=O)/C=C/C2=CC=CC=C2.C(Cl)(Cl)Cl.[Pd].[Pd] (tris(dibenzylideneacetone)dipalladium(0) chloroform adduct), C1(=CC=CC=C1)P(C1=CC=CC=2C(C3=CC=CC(=C3OC12)P(C1=CC=CC=C1)C1=CC=CC=C1)(C)C)C1=CC=CC=C1 (4,5-bis(diphenylphosphino)-9,9-dimethylxanthene). Solvent: O1CCOCC1 (1,4-dioxane). Yields the product CC1=C(C=CC(=C1)C)SC1=CC(=C(C=C1)C1=CC=C(C=C1)CCC1(COC(OC1)(C)C)NC(C)=O)F (N-(5-{2-[4′-(2,4-dimethylphenylthio)-2′-fluorobiphenyl-4-yl]ethyl}-2,2-dimethyl-1,3-dioxan-5-yl)acetamide). The yield is 102.6%. RXN SMILES: Br[C:2]1[CH:7]=[CH:6][C:5]([C:8]2[CH:13]=[CH:12][C:11]([CH2:14][CH2:15][C:16]3([NH:24][C:25](=[O:27])[CH3:26])[CH2:21][O:20][C:19]([CH3:23])([CH3:22])[O:18][CH2:17]3)=[CH:10][CH:9]=2)=[C:4]([F:28])[CH:3]=1.[CH3:29][C:30]1[CH:35]=[C:34]([CH3:36])[CH:33]=[CH:32][C:31]=1[SH:37].C(N(C(C)C)CC)(C)C.O>O1CCOCC1.C1C=CC(/C=C/C(/C=C/C2C=CC=CC=2)=O)=CC=1.C1C=CC(/C=C/C(/C=C/C2C=CC=CC=2)=O)=CC=1.C1C=CC(/C=C/C(/C=C/C2C=CC=CC=2)=O)=CC=1.C(Cl)(Cl)Cl.[Pd].[Pd].C1(P(C2C=CC=CC=2)C2C3OC4C(=CC=CC=4P(C4C=CC=CC=4)C4C=CC=CC=4)C(C)(C)C=3C=CC=2)C=CC=CC=1>[CH3:29][C:30]1[CH:35]=[C:34]([CH3:36])[CH:33]=[CH:32][C:31]=1[S:37][C:2]1[CH:7]=[CH:6][C:5]([C:8]2[CH:13]=[CH:12][C:11]([CH2:14][CH2:15][C:16]3([NH:24][C:25](=[O:27])[CH3:26])[CH2:21][O:20][C:19]([CH3:23])([CH3:22])[O:18][CH2:17]3)=[CH:10][CH:9]=2)=[C:4]([F:28])[CH:3]=1 |f:5.6.7.8.9.10|. Procedure details: A solution of N-{5-[2-(4′-bromo-2′-fluorobiphenyl-4-yl)ethyl]-2,2-dimethyl-1,3-dioxan-5-yl}acetamide (225 mg) of Reference Example 10, 2,4-dimethylbenzenethiol (69 mg), diisopropylethylamine (129 mg), tris(dibenzylideneacetone)dipalladium(0) chloroform adduct (12.9 mg) and 4,5-bis(diphenylphosphino)-9,9-dimethylxanthene (Xantphos) (14.9 mg) in 1,4-dioxane (2 mL) was heated under reflux for 7 hr under a nitrogen atmosphere. Water was added to the reaction mixture, and the mixture was extracted wi... Starting materials: O=C(C(=O)N)CCC1=CC=CC=C1 (2-oxo-4-phenylbutyramide), N[C@@H](C)C(=O)N1[C@H](C(=O)O)CCC1 (L-alanyl-L-proline), C(#N)[BH3-].[Na+] (sodium cyanoborohydride). Yields the product NC(=O)C(CCC1=CC=CC=C1)N[C@@H](C)C(=O)N1[C@H](C(=O)O)CCC1 (N-(1-amino carbonyl-3-phenylpropyl)-L-alanyl-L-proline). Reaction SMILES: O=[C:2]([CH2:6][CH2:7][C:8]1[CH:13]=[CH:12][CH:11]=[CH:10][CH:9]=1)[C:3]([NH2:5])=[O:4].[NH2:14][C@H:15]([C:17]([N:19]1[CH2:26][CH2:25][CH2:24][C@H:20]1[C:21]([OH:23])=[O:22])=[O:18])[CH3:16].C([BH3-])#N.[Na+]>>[NH2:5][C:3]([CH:2]([NH:14][C@H:15]([C:17]([N:19]1[CH2:26][CH2:25][CH2:24][C@H:20]1[C:21]([OH:23])=[O:22])=[O:18])[CH3:16])[CH2:6][CH2:7][C:8]1[CH:13]=[CH:12][CH:11]=[CH:10][CH:9]=1)=[O:4] |f:2.3|. Reported procedure: In the manner described in example 26, one can condense 2-oxo-4-phenylbutyramide and L-alanyl-L-proline in the presence of sodium cyanoborohydride to yield N-(1-amino carbonyl-3-phenylpropyl)-L-alanyl-L-proline.